From a dataset of the Open Reaction Database (ORD), a public repository of structured organic reaction records. describe an organic reaction: reactants, conditions, products, and yield The reactants are C[Si](C)(C)[N-][Si](C)(C)C, CCOC(C)=O, CCOC(=O)C(C)c1cc(F)cc2ccoc12, CI, [Li+], C1CCOC1. The product is CCOC(=O)C(C)(C)c1cc(F)cc2ccoc12. Reaction SMILES: [CH3:18][Si:19]([N-:20][Si:21]([CH3:22])([CH3:23])[CH3:24])([CH3:25])[CH3:26].[CH3:35][CH2:36][O:37][C:38](=[O:39])[CH3:40].[F:1][c:2]1[cH:3][c:4]([CH:11]([C:12](=[O:13])[O:14][CH2:15][CH3:16])[CH3:17])[c:5]2[c:6]([cH:7][cH:8][o:9]2)[cH:10]1.[I:28][CH3:29].[Li+:27].[O:30]1[CH2:31][CH2:32][CH2:33][CH2:34]1>>[F:1][c:2]1[cH:3][c:4]([C:11]([C:12](=[O:13])[O:14][CH2:15][CH3:16])([CH3:17])[CH3:18])[c:5]2[c:6]([cH:7][cH:8][o:9]2)[cH:10]1. Starting materials: FC1=C(C=C(C=C1)C)[N+](=O)[O-] (4-fluoro-3-nitrotoluene), C(=O)(OC(C)(C)C)NC1CCNCC1 (4-(N-Boc-amino) piperidine), TEA. Yields the product CC1=CC(=C(C=C1)N1CCC(CC1)NC(OC(C)(C)C)=O)[N+](=O)[O-] (tert-butyl 1-(4-methyl-2-nitro phenyl)piperidin-4-ylcarbamate). Isolated yield 87.0%. Reaction SMILES: F[C:2]1[CH:7]=[CH:6][C:5]([CH3:8])=[CH:4][C:3]=1[N+:9]([O-:11])=[O:10].[C:12]([NH:19][CH:20]1[CH2:25][CH2:24][NH:23][CH2:22][CH2:21]1)([O:14][C:15]([CH3:18])([CH3:17])[CH3:16])=[O:13]>>[CH3:8][C:5]1[CH:6]=[CH:7][C:2]([N:23]2[CH2:22][CH2:21][CH:20]([NH:19][C:12](=[O:13])[O:14][C:15]([CH3:17])([CH3:16])[CH3:18])[CH2:25][CH2:24]2)=[C:3]([N+:9]([O-:11])=[O:10])[CH:4]=1. Procedure details: Method 1 was followed using 4-fluoro-3-nitrotoluene (1.0 eq), 4-(N-Boc-amino) piperidine (1.2 eq), and TEA (1.5 eq) at 55° C. for 48 hours yielding tert-butyl 1-(4-methyl-2-nitro phenyl)piperidin-4-ylcarbamate (87%). LCMS (m/z): 336.1 (MH+); LC Rt=3.32 min. The reactants are C1CCOC1, COc1ccc(-c2cc3cc(OC)cc(C(C)(C)O)c3o2)cc1. Product: C=C(C)c1cc(OC)cc2cc(-c3ccc(OC)cc3)oc12. Reaction SMILES: [CH2:24]1[O:25][CH2:26][CH2:27][CH2:28]1.[CH3:1][O:2][c:3]1[cH:4][c:5]([C:20]([CH3:21])([CH3:22])[OH:23])[c:6]2[c:7]([cH:8][c:9](-[c:11]3[cH:12][cH:13][c:14]([O:17][CH3:18])[cH:15][cH:16]3)[o:10]2)[cH:19]1>>[CH3:1][O:2][c:3]1[cH:4][c:5]([C:20](=[CH2:21])[CH3:22])[c:6]2[c:7]([cH:8][c:9](-[c:11]3[cH:12][cH:13][c:14]([O:17][CH3:18])[cH:15][cH:16]3)[o:10]2)[cH:19]1.